From a dataset of the Open Reaction Database (ORD), a public repository of structured organic reaction records. describe an organic reaction: reactants, conditions, products, and yield Starting materials: C(C(C)C)C=1C=C(C(=O)NN)C=C(N1)C (2-isobutyl-6-methyl-isonicotinic acid hydrazide), C(C)N(C=1C=C(C(=O)O)C=C(N1)C)CC (2-diethylamino-6-methyl-isonicotinic acid). Product: C(C)N(C=1C=C(C(=O)NN)C=C(N1)C)CC (2-Diethylamino-6-methyl-isonicotinic acid hydrazide). Reaction SMILES: C([C:5]1[CH:6]=[C:7]([CH:12]=[C:13]([CH3:15])[N:14]=1)[C:8]([NH:10][NH2:11])=[O:9])C(C)C.[CH2:16]([N:18](CC)[C:19]1[CH:20]=C(C=C(C)N=1)C(O)=O)[CH3:17]>>[CH2:16]([N:18]([CH2:19][CH3:20])[C:5]1[CH:6]=[C:7]([CH:12]=[C:13]([CH3:15])[N:14]=1)[C:8]([NH:10][NH2:11])=[O:9])[CH3:17]. Reported procedure: The title compound is prepared in analogy to 2-isobutyl-6-methyl-isonicotinic acid hydrazide from 2-diethylamino-6-methyl-isonicotinic acid; LC-MS: tR=0.47 min, [M+1]+=223.14. Starting materials: CN1CCC(C2Oc3ccc(Cl)cc3Cn3cccc32)CC1, O=C1CCC(=O)N1Cl, C1CCOC1. The product is CN1CCC(C2Oc3ccc(Cl)cc3Cn3c(Cl)ccc32)CC1. RXN SMILES: [Cl:1][c:2]1[cH:3][cH:4][c:5]2[c:6]([cH:22]1)[CH2:7][n:8]1[c:9]([cH:19][cH:20][cH:21]1)[CH:10]([CH:12]1[CH2:13][CH2:14][N:15]([CH3:18])[CH2:16][CH2:17]1)[O:11]2.[Cl:23][N:24]1[C:25](=[O:26])[CH2:27][CH2:28][C:29]1=[O:30].[O:31]1[CH2:32][CH2:33][CH2:34][CH2:35]1>>[Cl:1][c:2]1[cH:3][cH:4][c:5]2[c:6]([cH:22]1)[CH2:7][n:8]1[c:9]([cH:19][cH:20][c:21]1[Cl:23])[CH:10]([CH:12]1[CH2:13][CH2:14][N:15]([CH3:18])[CH2:16][CH2:17]1)[O:11]2. Reactants: NaIO4, [O-]S(=O)(=S)[O-].[Na+].[Na+] (Na2S2O3), C(C)OC(CC1=CSC2=C1C=CC(=C2)SCC2=C(C=C(C=C2)Cl)Cl)=O (ethyl(6-((2,4-dichlorobenzyl)sulfanyl)-1-benzothiophen-3-yl)acetate), O (water), NaIO4. The solvent is CC#N (CH3CN). Conditions: time 1 day. Yields the product C(C)OC(CC1=CSC2=C1C=CC(=C2)S(=O)CC2=C(C=C(C=C2)Cl)Cl)=O (Ethyl(6-((2,4-dichlorobenzyl)sulfinyl)-1-benzothiophen-3-yl)acetate). As a reaction SMILES: [CH2:1]([O:3][C:4](=[O:25])[CH2:5][C:6]1[C:10]2[CH:11]=[CH:12][C:13]([S:15][CH2:16][C:17]3[CH:22]=[CH:21][C:20]([Cl:23])=[CH:19][C:18]=3[Cl:24])=[CH:14][C:9]=2[S:8][CH:7]=1)[CH3:2].O.[O-:27]S([O-])(=S)=O.[Na+].[Na+]>CC#N>[CH2:1]([O:3][C:4](=[O:25])[CH2:5][C:6]1[C:10]2[CH:11]=[CH:12][C:13]([S:15]([CH2:16][C:17]3[CH:22]=[CH:21][C:20]([Cl:23])=[CH:19][C:18]=3[Cl:24])=[O:27])=[CH:14][C:9]=2[S:8][CH:7]=1)[CH3:2] |f:2.3.4|. Procedure: To a mixture of ethyl(6-((2,4-dichlorobenzyl)sulfanyl)-1-benzothiophen-3-yl)acetate (315 mg), water (3.00 mL) and CH3CN (3.00 mL) was added NaIO4 (164 mg) at room temperature. The mixture was stirred at room temperature for 1 day. To the mixture was added NaIO4 (164 mg), and the mixture was stirred for further 1 day. To the mixture was added saturated aqueous Na2S2O3 at room temperature, and the mixture was extracted with EtOAc. The organic layer was washed with brine, dried over Na2SO4 and conc... Starting materials: C(C)(=O)O (acetic acid), O[C@@H]1[C@@H]2[C@]3(C=CC(C=C3[C@H](C[C@H]2[C@@H]2CCC([C@@]2(C)C1)=O)C)=O)C (11β-hydroxy-6α-methylandrosta-1,4-dien-3,17-dione), [C-]#N.[K+] (potassium cyanide), CO (methanol), C(C)(=O)O (acetic acid), O (water), O (water), C(C)(=O)O (acetic acid). The product is C[C@]12CCC3([C@H]([C@@H]1CCC2(C#N)O)CCC4=CC(=O)CC[C@@]43C)O (17β-Cyano-9α,17α-dihydroxyandrost-4-en-3-one). Reaction SMILES: C(O)(=[O:3])C.O[C@H:6]1[CH2:23][C@@:21]2([CH3:22])[C@@H:17]([CH2:18][CH2:19][C:20]2=O)[C@H:16]2[C@H:7]1[C@:8]1([CH3:27])[C:13]([C@@H:14](C)[CH2:15]2)=[CH:12]C(=O)[CH:10]=[CH:9]1.[C-:28]#[N:29].[K+].[OH2:31].[CH3:32][OH:33]>>[CH3:22][C@@:21]12[C:20]([OH:31])([C:28]#[N:29])[CH2:19][CH2:18][C@H:17]1[C@@H:16]1[CH2:15][CH2:14][C:13]3[C@@:8]([CH3:27])([C:7]1([OH:3])[CH2:6][CH2:23]2)[CH2:9][CH2:10][C:32](=[O:33])[CH:12]=3 |f:2.3|. Procedure: Glacial acetic acid (2.87 ml) is added to 9α-hydroxyandrost-4-ene-3,17-dione (0, 13.49 g) and potassium cyanide (4.98 g) slurried in methanol (45 ml) and stirred at 20°-25°. Glacial acetic acid (0.92 ml) is added followed by water (30 ml) over 13.7 hr via a syringe pump, keeping the mixture at 27°. The mixture is stirred an additional 2 hr at 27°. Additional glacial acetic acid (1.5 ml) is added at 15° followed by water (50 ml) at 10°. The mixture is stirred at 10° for 20 min and the product col... Reactants: NC1=C2C(=NC=N1)N(N=C2C2=CC=C(C=C2)O)C2CCCC2 (4-(4-amino-1-cyclopentyl-1H-pyrazolo[3,4-d]pyrimidin-3-yl)phenol), [H-].[Na+] (sodium hydride), COC(=O)C=1OC(=CC1)[N+](=O)[O-] (methyl-5-nitro-2-furoate), ice water. Run in CS(=O)C (DMSO). Conditions: temperature 90 celsius. Product: NC1=C2C(=NC=N1)N(N=C2C2=CC=C(OC1=CC=C(O1)C(=O)OC)C=C2)C2CCCC2 (methyl 5-[4-(4-amino-1-cyclopentyl-1H-pyrazolo[3,4-d]pyrimidin-3-yl)phenoxy]-2-furoate). The yield is 47.2%. RXN SMILES: [NH2:1][C:2]1[N:7]=[CH:6][N:5]=[C:4]2[N:8]([CH:18]3[CH2:22][CH2:21][CH2:20][CH2:19]3)[N:9]=[C:10]([C:11]3[CH:16]=[CH:15][C:14]([OH:17])=[CH:13][CH:12]=3)[C:3]=12.[H-].[Na+].[CH3:25][O:26][C:27]([C:29]1[O:30][C:31]([N+]([O-])=O)=[CH:32][CH:33]=1)=[O:28]>CS(C)=O>[NH2:1][C:2]1[N:7]=[CH:6][N:5]=[C:4]2[N:8]([CH:18]3[CH2:22][CH2:21][CH2:20][CH2:19]3)[N:9]=[C:10]([C:11]3[CH:12]=[CH:13][C:14]([O:17][C:31]4[O:30][C:29]([C:27]([O:26][CH3:25])=[O:28])=[CH:33][CH:32]=4)=[CH:15][CH:16]=3)[C:3]=12 |f:1.2|. Reported procedure: A mixture of 4-(4-amino-1-cyclopentyl-1H-pyrazolo[3,4-d]pyrimidin-3-yl)phenol (0.107 g, 0.362 mmol, 1.0 equiv), DMSO (0.5 mL), sodium hydride (60%, 0.030 g, 0.72 mmol, 2.0 equiv), and methyl-5-nitro-2-furoate (0.062 g, 0.36 mmol, 1.0 equiv) was heated at 90° C. for 3 h. The reaction mixture was allowed to cool to room temperature, poured into ice water (10 mL), and extracted with three portions of CH2Cl2 (50 mL each). The combined organic extracts were washed with 5% aqueous KOH (50 mL) and the ... The reactants are OC1=CC=NC2=CC(=C(C=C12)OC)OCC1(CC1)C(=O)OC (Methyl 1-((4-hydroxy-6-methoxyquinolin-7- yloxy)methyl)cyclopropanecarboxylate), C(=O)([O-])[O-].[Cs+].[Cs+] (Cs2CO3), FC1=C(C=C(C=C1)[N+](=O)[O-])F (1,2-difluoro-4-nitrobenzene). Run in C(C)#N.CN(C)C=O (acetonitrile DMF), CCOC(=O)C.O (EtOAc H2O). Conditions: temperature 60 celsius. The product is FC1=C(OC2=CC=NC3=CC(=C(C=C23)OC)OCC2(CC2)C(=O)OC)C=CC(=C1)[N+](=O)[O-] (methyl 1-((4-(2-fluoro-4-nitro-phenoxy)-6-methoxyquinolin-7-yloxy)methyl)cyclopropanecarboxylate). As a reaction SMILES: [OH:1][C:2]1[C:11]2[C:6](=[CH:7][C:8]([O:14][CH2:15][C:16]3([C:19]([O:21][CH3:22])=[O:20])[CH2:18][CH2:17]3)=[C:9]([O:12][CH3:13])[CH:10]=2)[N:5]=[CH:4][CH:3]=1.C([O-])([O-])=O.[Cs+].[Cs+].F[C:30]1[CH:35]=[CH:34][C:33]([N+:36]([O-:38])=[O:37])=[CH:32][C:31]=1[F:39]>C(#N)C.CN(C=O)C.CCOC(C)=O.O>[F:39][C:31]1[CH:32]=[C:33]([N+:36]([O-:38])=[O:37])[CH:34]=[CH:35][C:30]=1[O:1][C:2]1[C:11]2[C:6](=[CH:7][C:8]([O:14][CH2:15][C:16]3([C:19]([O:21][CH3:22])=[O:20])[CH2:18][CH2:17]3)=[C:9]([O:12][CH3:13])[CH:10]=2)[N:5]=[CH:4][CH:3]=1 |f:1.2.3,5.6,7.8|. Procedure details: Methyl 1-((4-hydroxy-6-methoxyquinolin-7- yloxy)methyl)cyclopropanecarboxylate (600 mg, from Example 1) was mixed with Cs2CO3 (2 eq) and 1,2-difluoro-4-nitrobenzene (1.2 eq) in acetonitrile/DMF (20 ml, 1/1). The reaction was heated at 60° C. for 1 hour and diluted with EtOAc/H2O then extracted with EtOAc three times. The combined organic layer was dried, evaporated and purified with silica gel column to give methyl 1-((4-(2-fluoro-4-nitro-phenoxy)-6-methoxyquinolin-7-yloxy)methyl)cyclopropanecar... Reactants: O=C(OCc1ccccc1)c1ccc(-c2cccnc2)cc1OCc1ccccc1, CO, CCOC(C)=O, Cl, [Na+], C1COCCO1, [OH-], O. The product is O=C(O)c1ccc(-c2cccnc2)cc1OCc1ccccc1. RXN SMILES: [CH2:3]([c:4]1[cH:5][cH:6][cH:7][cH:8][cH:9]1)[O:10][c:11]1[c:12]([C:13](=[O:14])[O:15][CH2:16][c:17]2[cH:18][cH:19][cH:20][cH:21][cH:22]2)[cH:23][cH:24][c:25](-[c:27]2[cH:28][n:29][cH:30][cH:31][cH:32]2)[cH:26]1.[CH3:41][OH:42].[CH3:43][CH2:44][O:45][C:46](=[O:47])[CH3:48].[ClH:34].[Na+:2].[O:35]1[CH2:36][CH2:37][O:38][CH2:39][CH2:40]1.[OH-:1].[OH2:33]>>[CH2:3]([c:4]1[cH:5][cH:6][cH:7][cH:8][cH:9]1)[O:10][c:11]1[c:12]([C:13](=[O:14])[OH:15])[cH:23][cH:24][c:25](-[c:27]2[cH:28][n:29][cH:30][cH:31][cH:32]2)[cH:26]1.